Dataset: the Open Reaction Database (ORD), a public repository of structured organic reaction records. Task: describe an organic reaction: reactants, conditions, products, and yield As a reaction SMILES: [CH2:1]([CH:2]=[CH2:3])[O:4][c:5]1[c:6]2[c:7]([n:8][c:9]([S:11]([CH3:12])(=[O:13])=[O:14])[n:10]1)[n:15]([CH:18]1[CH:19]([O:20][CH2:21][c:22]3[cH:23][cH:24][cH:25][cH:26][cH:27]3)[CH:28]([O:29][CH2:30][c:31]3[cH:32][cH:33][cH:34][cH:35][cH:36]3)[CH:37]([CH2:39][O:40][CH2:41][c:42]3[cH:43][cH:44][cH:45][cH:46][cH:47]3)[O:38]1)[cH:16][cH:17]2.[NH3:48]>>[CH2:1]([CH:2]=[CH2:3])[O:4][c:5]1[c:6]2[c:7]([n:8][c:9]([NH2:48])[n:10]1)[n:15]([CH:18]1[CH:19]([O:20][CH2:21][c:22]3[cH:23][cH:24][cH:25][cH:26][cH:27]3)[CH:28]([O:29][CH2:30][c:31]3[cH:32][cH:33][cH:34][cH:35][cH:36]3)[CH:37]([CH2:39][O:40][CH2:41][c:42]3[cH:43][cH:44][cH:45][cH:46][cH:47]3)[O:38]1)[cH:16][cH:17]2. Reactants: C=CCOc1nc(S(C)(=O)=O)nc2c1ccn2C1OC(COCc2ccccc2)C(OCc2ccccc2)C1OCc1ccccc1, N. The product is C=CCOc1nc(N)nc2c1ccn2C1OC(COCc2ccccc2)C(OCc2ccccc2)C1OCc1ccccc1. Starting materials: [Br-], CC#N, COc1ccc(CCc2ccc(F)cc2CO)cc1, c1ccc([PH+](c2ccccc2)c2ccccc2)cc1. Yields the product [Br-], COc1ccc(CCc2ccc(F)cc2C[P+](c2ccccc2)(c2ccccc2)c2ccccc2)cc1. As a reaction SMILES: [Br-:20].[CH3:40][C:41]#[N:42].[F:1][c:2]1[cH:3][cH:4][c:5]([CH2:10][CH2:11][c:12]2[cH:13][cH:14][c:15]([O:18][CH3:19])[cH:16][cH:17]2)[c:6]([CH2:8][OH:9])[cH:7]1.[c:21]1([PH+:27]([c:28]2[cH:29][cH:30][cH:31][cH:32][cH:33]2)[c:34]2[cH:35][cH:36][cH:37][cH:38][cH:39]2)[cH:22][cH:23][cH:24][cH:25][cH:26]1>>[Br-:20].[F:1][c:2]1[cH:3][cH:4][c:5]([CH2:10][CH2:11][c:12]2[cH:13][cH:14][c:15]([O:18][CH3:19])[cH:16][cH:17]2)[c:6]([CH2:8][P+:27]([c:21]2[cH:22][cH:23][cH:24][cH:25][cH:26]2)([c:28]2[cH:29][cH:30][cH:31][cH:32][cH:33]2)[c:34]2[cH:35][cH:36][cH:37][cH:38][cH:39]2)[cH:7]1.